This data is from the Open Reaction Database (ORD), a public repository of structured organic reaction records. The task is: describe an organic reaction: reactants, conditions, products, and yield RXN SMILES: Cl[C:2]1[C:11]2[C:6](=[CH:7][CH:8]=[CH:9][CH:10]=2)[C:5]([NH:12][C:13]2[CH:18]=[CH:17][C:16]([Cl:19])=[CH:15][CH:14]=2)=[N:4][N:3]=1.[SH:20][C:21]1[CH:26]=[CH:25][N:24]=[CH:23][CH:22]=1>C(OCC)(=O)C>[Cl:19][C:16]1[CH:17]=[CH:18][C:13]([NH:12][C:5]2[C:6]3[C:11](=[CH:10][CH:9]=[CH:8][CH:7]=3)[C:2]([S:20][C:21]3[CH:26]=[CH:25][N:24]=[CH:23][CH:22]=3)=[N:3][N:4]=2)=[CH:14][CH:15]=1. Procedure: 1-Chloro-4-(4-chlorophenylamino)-phthalazine (R. D. Haworth and S. Robinson, J. Chem. Soc. 1948, pp.777-782) (2.00 g; ˜6.12 mmol) can be melted together with one equivalent of 4-mercaptopyridine at about 140° C. for about 10-30 min. to yield a residue which is dissolved in ethyl acetate, washed with aqueous sodium carbonate and then evaporated in vacuo. The residue can be purified by chromatography on silica gel using a gradient of pure methylene chloride to 50% acetone in methylene chloride to ... Starting materials: ClC1=NN=C(C2=CC=CC=C12)NC1=CC=C(C=C1)Cl (1-Chloro-4-(4-chlorophenylamino)-phthalazine), SC1=CC=NC=C1 (4-mercaptopyridine). Product: ClC1=CC=C(C=C1)NC1=NN=C(C2=CC=CC=C12)SC1=CC=NC=C1 (1-(4-chlorophenylamino)-4-(4-pyridylthio)phthalazine). The solvent is C(C)(=O)OCC (ethyl acetate). Starting materials: COc1ccc(Cn2nc(C=O)c3c(=O)c4ccc(Cl)cc4[nH]c(=O)c32)cc1, COc1ccc(Cn2nc3c(=O)[nH]c4cc(Cl)ccc4c(=O)c3c2C=O)cc1, CC#N, [NH4+], O=[N+]([O-])[O-], O. Yields the product O=Cc1n[nH]c2c(=O)[nH]c3cc(Cl)ccc3c(=O)c12. As a reaction SMILES: [CH3:1][O:2][c:3]1[cH:4][cH:5][c:6]([CH2:7][n:10]2[n:11][c:12]([CH:27]=[O:28])[c:13]3[c:14]2[c:15](=[O:26])[nH:16][c:17]2[c:18]([c:19]3=[O:20])[cH:21][cH:22][c:23]([Cl:25])[cH:24]2)[cH:8][cH:9]1.[CH3:29][O:30][c:31]1[cH:32][cH:33][c:34]([CH2:35][n:36]2[c:37]([CH:38]=[O:39])[c:40]3[c:41]([c:42](=[O:43])[nH:44][c:45]4[cH:46][c:47]([Cl:48])[cH:49][cH:50][c:51]4[c:52]3=[O:53])[n:54]2)[cH:55][cH:56]1.[CH3:62][C:63]#[N:64].[NH4+:57].[O-:58][N+:59](=[O:60])[O-:61].[OH2:65]>>[nH:10]1[n:11][c:12]([CH:27]=[O:28])[c:13]2[c:14]1[c:15](=[O:26])[nH:16][c:17]1[c:18]([c:19]2=[O:20])[cH:21][cH:22][c:23]([Cl:25])[cH:24]1. Reactants: C(CCCCC)N1C(C2N=NC(C2C1=O)(C1=CC(=CC=C1)[N+](=O)[O-])C(C)C)=O (5-Hexyl-3-isopropyl-3(3-nitrophenyl)-3a,6a-dihydropyrrolo(3,4-c)pyrazole-4,6(3H,5H) dione). Run in O1CCOCC1 (dioxan). The product is C(CCCCC)N1C(C2C(C2C1=O)(C1=CC(=CC=C1)[N+](=O)[O-])C(C)C)=O (3-Hexyl-6-isopropyl-6-(3-nitrophenyl)-3-azabicyclo[3.1.0]hexane-2,4-dione). Yield: 104.6%. As a reaction SMILES: [CH2:1]([N:7]1[C:14](=[O:15])[CH:13]2[CH:9](N=N[C:12]2([CH:25]([CH3:27])[CH3:26])[C:16]2[CH:21]=[CH:20][CH:19]=[C:18]([N+:22]([O-:24])=[O:23])[CH:17]=2)[C:8]1=[O:28])[CH2:2][CH2:3][CH2:4][CH2:5][CH3:6]>O1CCOCC1>[CH2:1]([N:7]1[C:14](=[O:15])[CH:13]2[CH:9]([C:12]2([CH:25]([CH3:27])[CH3:26])[C:16]2[CH:21]=[CH:20][CH:19]=[C:18]([N+:22]([O-:24])=[O:23])[CH:17]=2)[C:8]1=[O:28])[CH2:2][CH2:3][CH2:4][CH2:5][CH3:6]. Reported procedure: 5-Hexyl-3-isopropyl-3(3-nitrophenyl)-3a,6a-dihydropyrrolo(3,4-c)pyrazole-4,6(3H,5H) dione (Preparation 58, 0.65 g, 1.6 mmol) was dissolved in dioxan (25 ml) and heated under reflux for 3 h. The solvent was removed in vacuo and the oily residue dried in vacuum for 16 h at room temperature to give the crude product as a yellow solid. The crude product was purified by chromatography on a Biotage Flash 12M™ cartridge packed with silica gel (8 g), eluting with hexane:ethyl acetate (9:1) to give the t... Starting materials: Cc1ccccc1, CCOC(C)=O, C1CCC2=NCCCN2CC1, COC(=O)c1ccc2c(c1)OCCC2O, [N-]=[N+]=NP(=O)(c1ccccc1)c1ccccc1. Yields the product COC(=O)c1ccc2c(c1)OCCC2N=[N+]=[N-]. Reaction SMILES: [CH3:44][c:45]1[cH:46][cH:47][cH:48][cH:49][cH:50]1.[CH3:51][CH2:52][O:53][C:54]([CH3:55])=[O:56].[N:33]12[CH2:34][CH2:35][CH2:36][N:37]=[C:38]1[CH2:39][CH2:40][CH2:41][CH2:42][CH2:43]2.[OH:1][CH:2]1[CH2:3][CH2:4][O:5][c:6]2[cH:7][c:8]([C:12](=[O:13])[O:14][CH3:15])[cH:9][cH:10][c:11]21.[c:16]1([P:17]([c:18]2[cH:19][cH:20][cH:21][cH:22][cH:23]2)(=[O:24])[N:30]=[N+:31]=[N-:32])[cH:25][cH:26][cH:27][cH:28][cH:29]1>>[CH:2]1([N:30]=[N+:31]=[N-:32])[CH2:3][CH2:4][O:5][c:6]2[cH:7][c:8]([C:12](=[O:13])[O:14][CH3:15])[cH:9][cH:10][c:11]21.